This data is from the Open Reaction Database (ORD), a public repository of structured organic reaction records. The task is: describe an organic reaction: reactants, conditions, products, and yield Starting materials: Example 62 ( d ), C(=O)([O-])[O-].C(=O)([O-])[O-].OO.OO.OO.[Na+].[Na+].[Na+].[Na+] (sodium percarbonate), C(C1=CC=CC=C1)N1CC(C(=CC1)C1=CC=C(C=C1)OC)COC(C1=CC=CC=C1)(C1=CC=CC=C1)C1=CC=CC=C1 ((RS)-1-benzyl-4-(4-methoxy-phenyl)-3-trityloxymethyl-1,2,3,6-tetrahydro-pyridine), B.O1CCCC1 (borane tetrahydrofuran). Product: C(C1=CC=CC=C1)N1CC(C(C(C1)COC(C1=CC=CC=C1)(C1=CC=CC=C1)C1=CC=CC=C1)C1=CC=C(C=C1)OC)O ((3RS,4RS,5SR)-1-benzyl-4-(4-methoxy-phenyl)-5-trityloxymethyl-piperidin-3-ol). Reaction SMILES: [CH2:1]([N:8]1[CH2:13][CH:12]=[C:11]([C:14]2[CH:19]=[CH:18][C:17]([O:20][CH3:21])=[CH:16][CH:15]=2)[CH:10]([CH2:22][O:23][C:24]([C:37]2[CH:42]=[CH:41][CH:40]=[CH:39][CH:38]=2)([C:31]2[CH:36]=[CH:35][CH:34]=[CH:33][CH:32]=2)[C:25]2[CH:30]=[CH:29][CH:28]=[CH:27][CH:26]=2)[CH2:9]1)[C:2]1[CH:7]=[CH:6][CH:5]=[CH:4][CH:3]=1.B.[O:44]1CCCC1.C([O-])([O-])=O.C([O-])([O-])=O.OO.OO.OO.[Na+].[Na+].[Na+].[Na+]>>[CH2:1]([N:8]1[CH2:9][CH:10]([CH2:22][O:23][C:24]([C:37]2[CH:38]=[CH:39][CH:40]=[CH:41][CH:42]=2)([C:31]2[CH:32]=[CH:33][CH:34]=[CH:35][CH:36]=2)[C:25]2[CH:26]=[CH:27][CH:28]=[CH:29][CH:30]=2)[CH:11]([C:14]2[CH:19]=[CH:18][C:17]([O:20][CH3:21])=[CH:16][CH:15]=2)[CH:12]([OH:44])[CH2:13]1)[C:2]1[CH:3]=[CH:4][CH:5]=[CH:6][CH:7]=1 |f:1.2,3.4.5.6.7.8.9.10.11|. Procedure: In an analogous manner to that described in Example 62 (d), by hydroboration of (RS)-1-benzyl-4-(4-methoxy-phenyl)-3-trityloxymethyl-1,2,3,6-tetrahydro-pyridine with borane-tetrahydrofuran and subsequent oxidation by means of sodium percarbonate there was obtained (3RS,4RS,5SR)-1-benzyl-4-(4-methoxy-phenyl)-5-trityloxymethyl-piperidin-3-ol as a colourless foam; MS: 570 (M+H)+. The reactants are N1=CC=CC2=CC(=CC=C12)OC(C(=O)OCC)OCC (Ethyl 2-(6-quinolinyloxy)-2-(ethoxy)acetate), [OH-].[Na+] (sodium hydroxide). Run in O (water), CO (methanol). Conditions: time 5 minute. Product: N1=CC=CC2=CC(=CC=C12)OC(C(=O)O)OCC (2-(6-quinolinyloxy)-2-(ethoxy)acetic acid). The yield is 44.5%. As a reaction SMILES: [N:1]1[C:10]2[C:5](=[CH:6][C:7]([O:11][CH:12]([O:18][CH2:19][CH3:20])[C:13]([O:15]CC)=[O:14])=[CH:8][CH:9]=2)[CH:4]=[CH:3][CH:2]=1.[OH-].[Na+]>O.CO>[N:1]1[C:10]2[C:5](=[CH:6][C:7]([O:11][CH:12]([O:18][CH2:19][CH3:20])[C:13]([OH:15])=[O:14])=[CH:8][CH:9]=2)[CH:4]=[CH:3][CH:2]=1 |f:1.2|. Procedure: Ethyl 2-(6-quinolinyloxy)-2-(ethoxy)acetate (3.68 g) was added to a solution of sodium hydroxide (0.589 g) in water (10 ml) and methanol (30 ml) and stirred for 5 minutes. The solution was evaporated under reduced pressure, water added and the aqueous phase was washed with ethyl acetate. The aqueous phase was acidified with hydrochloric acid and extracted with ethyl acetate. The extracts were combined, dried over magnesium sulphate and evaporated under reduced pressure to give 2-(6-quinolinyloxy... Reactants: C(CCCCCCCCCCCCCCCCC)SC(C(=O)CC(=O)OCC)(C)C (Ethyl (2-n-Octadecylthio-2-methylpropionyl)acetate), COC=1C(=CC=CC1)N (o-anisidine). Yields the product COC1=C(NC(CC(C(C)(C)SCCCCCCCCCCCCCCCCCC)=O)=O)C=CC=C1 (2'-Methoxy-(2-n-octadecylthio-2-methylpropionyl)-acetanilide). The yield is 83.0%. Reaction SMILES: [CH2:1]([S:19][C:20]([CH3:30])([CH3:29])[C:21]([CH2:23][C:24]([O:26]CC)=O)=[O:22])[CH2:2][CH2:3][CH2:4][CH2:5][CH2:6][CH2:7][CH2:8][CH2:9][CH2:10][CH2:11][CH2:12][CH2:13][CH2:14][CH2:15][CH2:16][CH2:17][CH3:18].[CH3:31][O:32][C:33]1[C:34]([NH2:39])=[CH:35][CH:36]=[CH:37][CH:38]=1>>[CH3:31][O:32][C:33]1[CH:38]=[CH:37][CH:36]=[CH:35][C:34]=1[NH:39][C:24](=[O:26])[CH2:23][C:21](=[O:22])[C:20]([S:19][CH2:1][CH2:2][CH2:3][CH2:4][CH2:5][CH2:6][CH2:7][CH2:8][CH2:9][CH2:10][CH2:11][CH2:12][CH2:13][CH2:14][CH2:15][CH2:16][CH2:17][CH3:18])([CH3:29])[CH3:30]. Procedure: A mixture of 8.0 g of ethyl (2-n-octadecylthio-2-methylpropionyl)acetate obtained in Step 1 above and 3.2 g of o-anisidine was stirred in an oil bath at 140° C for 3 hours under a reduced pressure of 60 mmHg, and then the excess o-anisidine was removed under a reduced pressure of 1mmHg. The reaction mixture was recrystallized from ethanol to obtain 7.9 g (yield 83%) of Coupler (4) having a melting point of 59° to 61° C. The reactants are Cc1cnn(C)c1-c1csc(C(=O)NC(Cc2ccccc2C(F)(F)F)CN2C(=O)c3ccccc3C2=O)c1, CO. The product is Cc1cnn(C)c1-c1csc(C(=O)NC(CN)Cc2ccccc2C(F)(F)F)c1. RXN SMILES: [CH3:1][n:2]1[n:3][cH:4][c:5]([CH3:39])[c:6]1-[c:7]1[cH:8][c:9]([C:12](=[O:13])[NH:14][CH:15]([CH2:16][N:17]2[C:18](=[O:19])[c:20]3[c:21]([cH:22][cH:23][cH:24][cH:25]3)[C:26]2=[O:27])[CH2:28][c:29]2[c:30]([C:35]([F:36])([F:37])[F:38])[cH:31][cH:32][cH:33][cH:34]2)[s:10][cH:11]1.[CH3:40][OH:41]>>[CH3:1][n:2]1[n:3][cH:4][c:5]([CH3:39])[c:6]1-[c:7]1[cH:8][c:9]([C:12](=[O:13])[NH:14][CH:15]([CH2:16][NH2:17])[CH2:28][c:29]2[c:30]([C:35]([F:36])([F:37])[F:38])[cH:31][cH:32][cH:33][cH:34]2)[s:10][cH:11]1. Reactants: OC1=C(C=C(C=C1)C)N=NC1=C(C=CC=C1)[N+](=O)[O-] (2'-hydroxy-5'-methyl-2-nitroazobenzene), OC1=C(C=C(C=C1)C(C)(C)C)N=NC1=C(C=CC=C1)[N+](=O)[O-] (2'-hydroxy-5'-tert-butyl-2-nitroazobenzene). Yields the product OC1=C(C=C(C=C1)C(C)(C)C)N1N=C2C(=N1)C=CC=C2 (2-(2-hydroxy-5-tert-butylphenyl)-2H-benzotriazole). Reaction SMILES: OC1C=CC(C)=CC=1N=NC1C=CC=CC=1[N+]([O-])=O.[OH:20][C:21]1[CH:26]=[CH:25][C:24]([C:27]([CH3:30])([CH3:29])[CH3:28])=[CH:23][C:22]=1[N:31]=[N:32][C:33]1[CH:38]=[CH:37][CH:36]=[CH:35][C:34]=1[N+:39]([O-])=O>>[OH:20][C:21]1[CH:26]=[CH:25][C:24]([C:27]([CH3:30])([CH3:29])[CH3:28])=[CH:23][C:22]=1[N:31]1[N:39]=[C:34]2[CH:35]=[CH:36][CH:37]=[CH:38][C:33]2=[N:32]1. Procedure: When in Example 13, the 2'-hydroxy-5'-methyl-2-nitroazobenzene was replaced by an equivalent amount of 2'-hydroxy-5'-tert-butyl-2-nitroazobenzene, the reduction reaction went rapidly to yield the product 2-(2-hydroxy-5-tert-butylphenyl)-2H-benzotriazole.